Dataset: the Open Reaction Database (ORD), a public repository of structured organic reaction records. Task: describe an organic reaction: reactants, conditions, products, and yield RXN SMILES: [CH3:1][C:2]1[S:19][C:5]2[O:6][C:7]3[CH:15]=[CH:14][C:13]([N+:16]([O-:18])=[O:17])=[CH:12][C:8]=3[NH:9][C:10](=O)[C:4]=2[CH:3]=1.P(Cl)(Cl)(Cl)=O.CN(C)C1C=CC=CC=1.[CH3:34][N:35]1[CH2:40][CH2:39][NH:38][CH2:37][CH2:36]1>>[CH3:1][C:2]1[S:19][C:5]2[O:6][C:7]3[CH:15]=[CH:14][C:13]([N+:16]([O-:18])=[O:17])=[CH:12][C:8]=3[N:9]=[C:10]([N:38]3[CH2:39][CH2:40][N:35]([CH3:34])[CH2:36][CH2:37]3)[C:4]=2[CH:3]=1. Product: CC1=CC2=C(OC3=C(N=C2N2CCN(CC2)C)C=C(C=C3)[N+](=O)[O-])S1 (2-methyl-4-(4-methylpiperazin-1-yl)-7-nitrothieno[2,3-b][1,5]benzoxazepine). Starting materials: CC1=CC2=C(OC3=C(NC2=O)C=C(C=C3)[N+](=O)[O-])S1 (2-methyl-7-nitrothieno[2,3-b][1,5]benzoxazepin-4(5H)-one), CN1CCNCC1 (1-methylpiperazine), P(=O)(Cl)(Cl)Cl (phosphorus oxychloride), CN(C1=CC=CC=C1)C (N,N-dimethylaniline). Procedure details: In the same manner as in Example 125 and using 2-methyl-7-nitrothieno[2,3-b][1,5]benzoxazepin-4(5H)-one, phosphorus oxychloride, N,N-dimethylaniline and 1-methylpiperazine, 2-methyl-4-(4-methylpiperazin-1-yl)-7-nitrothieno[2,3-b][1,5]benzoxazepine is obtained.